Dataset: the Open Reaction Database (ORD), a public repository of structured organic reaction records. Task: describe an organic reaction: reactants, conditions, products, and yield Starting materials: C(#N)C=1C=C(C=CC1OC(C)C)C1=NC(=NS1)C1=C(C=C(C=C1)C=CC(=O)OC(C)(C)C)C (tert-Butyl 3-(4-(5-(3-Cyano-4-isopropyloxyphenyl)-1,2,4-thiadiazol-3-yl)-3-methylphenyl)-2-propenoate), [H][H] (hydrogen). Reagents/catalysts: [Pd] (palladium on activated carbon). Solvent: CO.CCOC(=O)C (methanol EtOAc). Yields the product C(#N)C=1C=C(C=CC1OC(C)C)C1=NC(=NS1)C1=C(C=C(C=C1)CCC(=O)OC(C)(C)C)C (tert-butyl 3-(4-(5-(3-cyano-4-isopropyloxyphenyl)-1,2,4-thiadiazol-3-yl)-3-methylphenyl)propanoate). As a reaction SMILES: [C:1]([C:3]1[CH:4]=[C:5]([C:13]2[S:17][N:16]=[C:15]([C:18]3[CH:23]=[CH:22][C:21]([CH:24]=[CH:25][C:26]([O:28][C:29]([CH3:32])([CH3:31])[CH3:30])=[O:27])=[CH:20][C:19]=3[CH3:33])[N:14]=2)[CH:6]=[CH:7][C:8]=1[O:9][CH:10]([CH3:12])[CH3:11])#[N:2].[H][H]>[Pd].CO.CCOC(C)=O>[C:1]([C:3]1[CH:4]=[C:5]([C:13]2[S:17][N:16]=[C:15]([C:18]3[CH:23]=[CH:22][C:21]([CH2:24][CH2:25][C:26]([O:28][C:29]([CH3:30])([CH3:32])[CH3:31])=[O:27])=[CH:20][C:19]=3[CH3:33])[N:14]=2)[CH:6]=[CH:7][C:8]=1[O:9][CH:10]([CH3:12])[CH3:11])#[N:2] |f:3.4|. Procedure details: A mixture of 120 mg (0.26 mmol) of tert-butyl 3-(4-(5-(3-cyano-4-isopropyloxyphenyl)-1,2,4-thiadiazol-3-yl)-3-methylphenyl)-2-propenoate (from Step C) and 41 mg of palladium on activated carbon (10% w/w; 0.025 mmol) in 15 mL of methanol/EtOAc (1/1) was hydrogenated under atmospheric pressure of hydrogen for 2 h. The heterogeneous mixture was filtered through a disposable frit to remove palladium and the filtrate was concentrated. The crude product was found to be pure by ESI-MS and 1H NMR analys... Reactants: [BH4-], [BH4-], CCOC(=O)C(Cc1ccc(C#N)cc1)C(=O)c1ccc(F)cc1, CCOCC, Cl, [Zn+2]. Product: CCOC(=O)C(Cc1ccc(C#N)cc1)C(O)c1ccc(F)cc1. RXN SMILES: [BH4-:31].[BH4-:33].[C:1](#[N:2])[c:3]1[cH:4][cH:5][c:6]([CH2:7][CH:8]([C:9](=[O:10])[O:11][CH2:12][CH3:13])[C:14](=[O:15])[c:16]2[cH:17][cH:18][c:19]([F:22])[cH:20][cH:21]2)[cH:23][cH:24]1.[CH3:26][CH2:27][O:28][CH2:29][CH3:30].[ClH:25].[Zn+2:32]>>[C:1](#[N:2])[c:3]1[cH:4][cH:5][c:6]([CH2:7][CH:8]([C:9](=[O:10])[O:11][CH2:12][CH3:13])[CH:14]([OH:15])[c:16]2[cH:17][cH:18][c:19]([F:22])[cH:20][cH:21]2)[cH:23][cH:24]1. Starting materials: CC(C)([O-])C.[K+] (potassium tert-butoxide), [I-].C[S+](C)C (trimethylsulfonium iodide), ice, O (water), C1=CC2=C(C=C1C=O)OCO2 (piperonal). The solvent is O1CCCC1 (tetrahydrofuran), CS(=O)C (dimethyl sulfoxide), O1CCCC1 (tetrahydrofuran). Reaction conditions: time 1 hour. Product: C1OC=2C=C(C=CC2O1)C1OC1 (3,4-methylenedioxyphenyloxirane). Isolated yield 91.5%. RXN SMILES: [CH3:1]C(C)([O-])C.[K+].[I-].C[S+](C)C.[CH:12]1[C:17]([CH:18]=[O:19])=[CH:16][C:15]2[O:20][CH2:21][O:22][C:14]=2[CH:13]=1.O>O1CCCC1.CS(C)=O>[CH2:21]1[O:22][C:14]2[CH:13]=[CH:12][C:17]([CH:18]3[CH2:1][O:19]3)=[CH:16][C:15]=2[O:20]1 |f:0.1,2.3|. Procedure: To an ice-cooled suspension of potassium tert-butoxide (0.82 g) in tetrahydrofuran (6.6 ml) was added trimethylsulfonium iodide (98% purity; 1.5 g) in dimethyl sulfoxide (6.6 ml). After the addition was complete, piperonal (1.0 g) in tetrahydrofuran (3.3 ml) was added dropwise to the mixture while the internal temperature was maintained below 5° C. After stirring at ambient temperature for 1 hour, the mixture was poured into water and extracted once with ethyl acetate. The extract was washed twi...